From a dataset of the Open Reaction Database (ORD), a public repository of structured organic reaction records. describe an organic reaction: reactants, conditions, products, and yield Starting materials: C1CCOC1, C=C(Cl)c1ccc2oc(C(=O)Nc3ccc(-c4ccc(S(=O)(=O)NC(C(=O)OC)C(C)C)cc4)cc3)c(C)c2c1OC, [Li+], [OH-]. Product: C=C(Cl)c1ccc2oc(C(=O)Nc3ccc(-c4ccc(S(=O)(=O)NC(C(=O)O)C(C)C)cc4)cc3)c(C)c2c1OC. RXN SMILES: [CH2:45]1[O:46][CH2:47][CH2:48][CH2:49]1.[CH3:1][O:2][C:3]([CH:4]([CH:5]([CH3:6])[CH3:7])[NH:8][S:9](=[O:10])(=[O:11])[c:12]1[cH:13][cH:14][c:15](-[c:18]2[cH:19][cH:20][c:21]([NH:24][C:25](=[O:26])[c:27]3[o:28][c:29]4[c:30]([c:31]3[CH3:32])[c:33]([O:40][CH3:41])[c:34]([C:37](=[CH2:38])[Cl:39])[cH:35][cH:36]4)[cH:22][cH:23]2)[cH:16][cH:17]1)=[O:42].[Li+:44].[OH-:43]>>[O:2]=[C:3]([CH:4]([CH:5]([CH3:6])[CH3:7])[NH:8][S:9](=[O:10])(=[O:11])[c:12]1[cH:13][cH:14][c:15](-[c:18]2[cH:19][cH:20][c:21]([NH:24][C:25](=[O:26])[c:27]3[o:28][c:29]4[c:30]([c:31]3[CH3:32])[c:33]([O:40][CH3:41])[c:34]([C:37](=[CH2:38])[Cl:39])[cH:35][cH:36]4)[cH:22][cH:23]2)[cH:16][cH:17]1)[OH:42]. The reactants are N1(CCCC1)C(=O)C1=CC=C(C=C1)C=1C=CC2=C(N=C(CC=C2)NC([O-])=O)C1 (8-(4-(pyrrolidine-1-carbonyl)phenyl)-3H-benzo[b]azepin-2-ylcarbamate), N (NH3), CO (MeOH), C(=O)(C(F)(F)F)O (TFA). Solvent: C(Cl)Cl (CH2Cl2). Run at time 1 hour. Yields the product N/C=1/C\C(=C/C2=C(\N1)C=C(C=C2)C2=CC=C(C=C2)C(=O)N2CCCC2)\C(=O)N(CCC)CCCO ((1E,4E)-2-amino-N-(3-hydroxypropyl)-N-propyl-8-(4-(pyrrolidine-1-carbonyl)phenyl)-3H-benzo[b]azepine-4-carboxamide). Yield: 59.0%. Reaction SMILES: [N:1]1([C:6]([C:8]2[CH:13]=[CH:12][C:11]([C:14]3[CH:15]=[CH:16][C:17]4[CH:23]=[CH:22][CH2:21][C:20](NC(=O)[O-])=[N:19][C:18]=4[CH:28]=3)=[CH:10][CH:9]=2)=[O:7])[CH2:5][CH2:4][CH2:3][CH2:2]1.[C:29](O)([C:31](F)(F)F)=[O:30].[NH3:36].[CH3:37][OH:38]>C(Cl)Cl>[NH2:36][C:20]1[CH2:21][C:22]([C:37]([N:1]([CH2:5][CH2:31][CH2:29][OH:30])[CH2:2][CH2:3][CH3:4])=[O:38])=[CH:23][C:17]2[CH:16]=[CH:15][C:14]([C:11]3[CH:12]=[CH:13][C:8]([C:6]([N:1]4[CH2:5][CH2:4][CH2:3][CH2:2]4)=[O:7])=[CH:9][CH:10]=3)=[CH:28][C:18]=2[N:19]=1. Procedure: To a mixture of tert-butyl (1E,4E)-4-(3-(tert-butyldimethylsilyloxy)propyl)(propyl)carbamoyl)-8-(4-(pyrrolidine-1-carbonyl)phenyl)-3H-benzo[b]azepin-2-ylcarbamate (459 mg, 0.37 mmol) in CH2Cl2 (4 mL) at 0° C. was added TFA (1.00 mL). The resulting mixture was warmed to room temperature and stirred for 1 h. The reaction mixture was concentrated under reduced pressure to give the crude material that was azeotroped with toluene-EtOH (3 mL/1 mL) twice. The crude material was dried under reduced pres... Reactants: [K] (potassium), CSC1=NC(NC=C1F)=O (4-methylthio-5-fluoropyrimid-2-one), C(C#C)Br (propargyl bromide). Run in CN(C=O)C (dimethylformamide). Yields the product C(C#C)N1C(N=C(C(=C1)F)SC)=O (1-Propargyl-4-methylthio-5-fluoropyrimid-2-one). Isolated yield 71.0%. Reaction SMILES: [K].[CH3:2][S:3][C:4]1[C:9]([F:10])=[CH:8][NH:7][C:6](=[O:11])[N:5]=1.[CH2:12](Br)[C:13]#[CH:14]>CN(C)C=O>[CH2:14]([N:7]1[CH:8]=[C:9]([F:10])[C:4]([S:3][CH3:2])=[N:5][C:6]1=[O:11])[C:13]#[CH:12] |^1:0|. Procedure details: The potassium salt of 4-methylthio-5-fluoropyrimid-2-one (0.005 mol) and propargyl bromide (0.06 mol) were stirred together in dimethylformamide (20 ml) for 40 hrs at room temperature. The mixture was then filtered; the filtrate evaporated at reduced pressure (1 mm Hg) and the residue extracted with chloroform (60 ml). The chloroform solution was washed with 1 N NaOH, with water, and dried (MgSO4) before evaporation; yield 71%, m.p. 101°-102° C. (ethyl acetate). (Found: C, 48.50; H, 3.62. Calc. ... Reactants: C1(CCCCC1)NC1CCCCC1.C(C1=CC=CC=C1)OC(=O)NCC(C(=O)O)NC(=O)OC(C)(C)C (3-benzyloxycarbonylamino-2-tert-butoxycarbonylaminopropionic acid dicyclohexylamine salt), COC(CN1C([C@H](CNC2=C1C=CC=C2)NC(=O)OC(C)(C)C)=O)=O ((3S)-2-Oxo-3-tert-butoxycarbonylamino-2,3,4,5-tetrahydro-1H-1,5-benzodiazepine-1-acetic acid methyl ester). The product is C(C)(C)(C)OC(=O)NC(C(=O)O)CNC1=NC=CC=C1N (2-tert-Butoxycarbonylamino-3-(3-aminopyridin-2-ylamino)propionic acid). As a reaction SMILES: [CH:1]1([NH:7]C2CCCCC2)[CH2:6][CH2:5][CH2:4]CC1.C(O[C:22]([NH:24][CH2:25][CH:26]([NH:30][C:31]([O:33][C:34]([CH3:37])([CH3:36])[CH3:35])=[O:32])[C:27]([OH:29])=[O:28])=O)C1C=CC=CC=1.COC(=O)C[N:42]1C2C=CC=CC=2NC[C@H](NC(OC(C)(C)C)=O)C1=O>>[C:34]([O:33][C:31]([NH:30][CH:26]([CH2:25][NH:24][C:22]1[C:4]([NH2:42])=[CH:5][CH:6]=[CH:1][N:7]=1)[C:27]([OH:29])=[O:28])=[O:32])([CH3:35])([CH3:36])[CH3:37] |f:0.1|. Procedure details: (2S) 2-tert-Butoxycarbonylamino-3-(3-aminopyridin-2-ylamino)propionic acid was prepared by a similar method to (2S) 2-tert-Butoxycarbonylamino-3-(2-aminophenylamino)-propionic acid in Step B of the synthesis of 600a to give 3.68 g (quant.) as a dark solid. Starting materials: O=C([O-])[O-], Cc1c(C(=O)NC2CC2)c2ccc(O)cc2n1C, Cn1ccnc1-c1cc2nccc(Cl)c2s1, [Cs+], [Cs+]. Product: Cc1c(C(=O)NC2CC2)c2ccc(Oc3ccnc4cc(-c5nccn5C)sc34)cc2n1C. As a reaction SMILES: [C:35](=[O:36])([O-:37])[O-:38].[CH:17]1([NH:20][C:21](=[O:22])[c:23]2[c:24]([CH3:34])[n:25]([CH3:33])[c:26]3[cH:27][c:28]([OH:32])[cH:29][cH:30][c:31]23)[CH2:18][CH2:19]1.[Cl:1][c:2]1[c:3]2[c:4]([n:5][cH:6][cH:7]1)[cH:8][c:9](-[c:11]1[n:12]([CH3:16])[cH:13][cH:14][n:15]1)[s:10]2.[Cs+:39].[Cs+:40]>>[c:2]1([O:32][c:28]2[cH:27][c:26]3[n:25]([CH3:33])[c:24]([CH3:34])[c:23]([C:21]([NH:20][CH:17]4[CH2:18][CH2:19]4)=[O:22])[c:31]3[cH:30][cH:29]2)[c:3]2[c:4]([n:5][cH:6][cH:7]1)[cH:8][c:9](-[c:11]1[n:12]([CH3:16])[cH:13][cH:14][n:15]1)[s:10]2.